This data is from the Open Reaction Database (ORD), a public repository of structured organic reaction records. The task is: describe an organic reaction: reactants, conditions, products, and yield Starting materials: C(C)(=O)O[BH-](OC(C)=O)OC(C)=O.[Na+] (sodium triacetoxyborohydride), C(CC)=O (propionaldehyde), CN1N=CC=2CN(C3=C(NC12)C=C(C=C3)C)C(=O)C3=CC(=C(C=C3)CCC(=O)N3CCNCC3)C (3-[4-(3,6-dimethyl-4,10-dihydro-3H-2,3,4,9-tetraaza-benzo[f]azulene-9-carbonyl)-2-methyl-phenyl]-1-piperazin-1-yl-propan-1-one). Solvent: CN(C)C=O (DMF), ClCCCl (1,2-dichloroethane), ClCCCl (1,2-dichloroethane), CCN(C(C)C)C(C)C (DIEA). Conditions: time 1 hour. Yields the product CN1N=CC=2CN(C3=C(NC12)C=C(C=C3)C)C(=O)C3=CC(=C(C=C3)CCC(=O)N3CCN(CC3)CCC)C (3-[4-(3,6-Dimethyl-4,10-dihydro-3H-2,3,4,9-tetraaza-benzo[f]azulene-9-carbonyl)-2-methyl-phenyl]-1-(4-propyl-piperazin-1-yl)-propan-1-one). RXN SMILES: [CH:1](=O)[CH2:2][CH3:3].[CH3:5][N:6]1[C:15]2[NH:14][C:13]3[CH:16]=[C:17]([CH3:20])[CH:18]=[CH:19][C:12]=3[N:11]([C:21]([C:23]3[CH:28]=[CH:27][C:26]([CH2:29][CH2:30][C:31]([N:33]4[CH2:38][CH2:37][NH:36][CH2:35][CH2:34]4)=[O:32])=[C:25]([CH3:39])[CH:24]=3)=[O:22])[CH2:10][C:9]=2[CH:8]=[N:7]1.C(O[BH-](OC(=O)C)OC(=O)C)(=O)C.[Na+]>ClCCCl.CCN(C(C)C)C(C)C.CN(C=O)C>[CH3:5][N:6]1[C:15]2[NH:14][C:13]3[CH:16]=[C:17]([CH3:20])[CH:18]=[CH:19][C:12]=3[N:11]([C:21]([C:23]3[CH:28]=[CH:27][C:26]([CH2:29][CH2:30][C:31]([N:33]4[CH2:38][CH2:37][N:36]([CH2:1][CH2:2][CH3:3])[CH2:35][CH2:34]4)=[O:32])=[C:25]([CH3:39])[CH:24]=3)=[O:22])[CH2:10][C:9]=2[CH:8]=[N:7]1 |f:2.3|. Procedure details: A solution of propionaldehyde (0.29 mg, 0.005 mmol) in 1,2-dichloroethane (0.05 ml) was added to a solution of 3-[4-(3,6-dimethyl-4,10-dihydro-3H-2,3,4,9-tetraaza-benzo[f]azulene-9-carbonyl)-2-methyl-phenyl]-1-piperazin-1-yl-propan-1-one (2.36 mg, 0.005 mmol) in 1,2-dichloroethane (0.05 ml) and DIEA (0.0026 ml). The mixture was stirred at room temperature for 1 h then a solution of sodium triacetoxyborohydride (1.59 mg, 0.0075 mmol) in DMF (0.05 ml) was added. The mixture was stirred for 20 h at... Starting materials: O=C([O-])O, CC(=O)NC1CCNCC1, CC(C)CCO, Clc1ccncc1, Cl, Cl, [Na+]. Yields the product CC(=O)NC1CCN(c2ccncc2)CC1. RXN SMILES: [C:20](=[O:21])([O-:22])[OH:23].[C:2]([CH3:3])(=[O:4])[NH:5][CH:6]1[CH2:7][CH2:8][NH:9][CH2:10][CH2:11]1.[CH3:25][CH:26]([CH3:27])[CH2:28][CH2:29][OH:30].[Cl:13][c:14]1[cH:15][cH:16][n:17][cH:18][cH:19]1.[ClH:12].[ClH:1].[Na+:24]>>[C:2]([CH3:3])(=[O:4])[NH:5][CH:6]1[CH2:7][CH2:8][N:9]([c:14]2[cH:15][cH:16][n:17][cH:18][cH:19]2)[CH2:10][CH2:11]1.